This data is from the Open Reaction Database (ORD), a public repository of structured organic reaction records. The task is: describe an organic reaction: reactants, conditions, products, and yield Starting materials: O=C(O)c1cc2cc(Cl)ccc2s1, CC(C)(C)OC(=O)N1CCC(CN)C1. The product is CC(C)(C)OC(=O)N1CCC(CNC(=O)c2cc3cc(Cl)ccc3s2)C1. Reaction SMILES: [Cl:15][c:16]1[cH:17][c:18]2[c:19]([s:20][c:21]([C:23](=[O:24])[OH:25])[cH:22]2)[cH:26][cH:27]1.[NH2:1][CH2:2][CH:3]1[CH2:4][N:5]([C:8](=[O:9])[O:10][C:11]([CH3:12])([CH3:13])[CH3:14])[CH2:6][CH2:7]1>>[NH:1]([CH2:2][CH:3]1[CH2:4][N:5]([C:8](=[O:9])[O:10][C:11]([CH3:12])([CH3:13])[CH3:14])[CH2:6][CH2:7]1)[C:23]([c:21]1[s:20][c:19]2[c:18]([cH:17][c:16]([Cl:15])[cH:27][cH:26]2)[cH:22]1)=[O:24]. The reactants are C(C1=CC=CC=C1)N1CC(OCC1)C=C1C2=C(CCC3=C1C=CC=C3)C=CC=C2 (5-(4-benzylmorpholin-2-yl)methylidene-10,11-dihydro-5H-dibenzo[a,d]cycloheptene). The reagents and catalysts are [Pd] (palladium on charcoal). Solvent: C(C)(C)O (isopropanol), Cl (hydrochloric acid). Reaction conditions: time 12 hour. The product is N1CC(OCC1)C=C1C2=C(CCC3=C1C=CC=C3)C=CC=C2 (5-(morpholin-2-yl)methylidene-10,11-dihydro-5H-dibenzo[a,d]-cycloheptene). RXN SMILES: C([N:8]1[CH2:13][CH2:12][O:11][CH:10]([CH:14]=[C:15]2[C:21]3[CH:22]=[CH:23][CH:24]=[CH:25][C:20]=3[CH2:19][CH2:18][C:17]3[CH:26]=[CH:27][CH:28]=[CH:29][C:16]2=3)[CH2:9]1)C1C=CC=CC=1>C(O)(C)C.[Pd].Cl>[NH:8]1[CH2:13][CH2:12][O:11][CH:10]([CH:14]=[C:15]2[C:21]3[CH:22]=[CH:23][CH:24]=[CH:25][C:20]=3[CH2:19][CH2:18][C:17]3[CH:26]=[CH:27][CH:28]=[CH:29][C:16]2=3)[CH2:9]1. Reported procedure: A solution of 5-(4-benzylmorpholin-2-yl)methylidene-10,11-dihydro-5H-dibenzo[a,d]cycloheptene (1.00 g) in isopropanol was added to 10% palladium on charcoal (265 mg) pretreated under hydrogen in hydrochloric acid, and the resulting mixture was stirred under hydrogen at room temperature for 12 hours. After elimination of the catalyst by filtration, the filtrate was evaporated. The residue was neutralized with 10% aqueous sodium hydroxide solution and extracted with chloroform. The chloroform extr... Reaction SMILES: [CH3:11][N:12]=[C:13]=[O:14].[CH3:15][N:16]([CH3:17])[c:18]1[cH:19][cH:20][n:21][cH:22][cH:23]1.[CH3:1][C:2]([CH3:3])([CH3:4])[c:5]1[cH:6][c:7]([NH2:10])[n:8][o:9]1.[cH:24]1[cH:25][cH:26][cH:27][cH:28][cH:29]1>>[CH3:1][C:2]([CH3:3])([CH3:4])[c:5]1[cH:6][c:7]([NH:10][C:13]([NH:12][CH3:11])=[O:14])[n:8][o:9]1. Yields the product CNC(=O)Nc1cc(C(C)(C)C)on1. Reactants: CN=C=O, CN(C)c1ccncc1, CC(C)(C)c1cc(N)no1, c1ccccc1. The reactants are CC1=C(C(=O)C2=C(C1=O)N3C[C@H]4[C@@H]([C@@]3([C@@H]2COC(=O)N)OC)N4)OC (mitomycin A), NCC(=O)N (glycinamide). Run in C(C)O (ethanol). Reaction conditions: time 4 hour. The product is C(N)(O)=O.OCC1C2(N(C=3C(C(=C(C(C13)=O)NCC(=O)N)C)=O)CC1C2N1)OC (1,1a,2,8,8a,8b-Hexahydro-8-(hydroxymethyl)-8a-methoxy-5-methyl-6-(aminocarbonylmethylamino)-azirino[2',3':3,4]-pyrrolo-[1,2-a]indole-4,7-dione carbamate). The yield is 56.8%. RXN SMILES: [CH3:1][C:2]1[C:8](=[O:9])[C:7]2[N:10]3[C@@:14]([O:21][CH3:22])([C@H:15]([CH2:16][O:17][C:18]([NH2:20])=[O:19])[C:6]=2[C:4](=[O:5])[C:3]=1OC)[C@H:13]1[NH:23][C@H:12]1[CH2:11]3.[NH2:26][CH2:27][C:28]([NH2:30])=[O:29]>C(O)C>[C:18](=[O:17])([OH:19])[NH2:20].[OH:17][CH2:16][CH:15]1[C:6]2[C:4](=[O:5])[C:3]([NH:26][CH2:27][C:28]([NH2:30])=[O:29])=[C:2]([CH3:1])[C:8](=[O:9])[C:7]=2[N:10]2[CH2:11][CH:12]3[NH:23][CH:13]3[C:14]12[O:21][CH3:22] |f:3.4|. Procedure details: A mixture of mitomycin A (40 mg, 0.11 mmol) and glycinamide (42 mg) in 3.5 ml of absolute ethanol was stirred at room temperature for 4 hours. The solvent was evaporated under reduced pressure and the residue was purified by preparative thin-layer chromatography using a pre-coated silica-gel plate (2 mm thickness) and a mixture of ethanol and ethyl acetate (1:3 by volume) as developing solvent. The blue zone was eluted with ethanol and evaporated under reduced pressure to give 12.8 mg (29.7% yie... Starting materials: [Br-], O=C1NS(=O)(=O)c2cccc(Br)c21, CC(C)(C)[O-], CCCC[N+](CCCC)(CCCC)CCCC, Cc1ccccc1, CCOC(C)=O, [K+], ClCSc1ccccc1. Yields the product O=C1c2c(Br)cccc2S(=O)(=O)N1CSc1ccccc1. As a reaction SMILES: [Br-:29].[Br:1][c:2]1[c:3]2[c:9]([cH:10][cH:11][cH:12]1)[S:6](=[O:7])(=[O:8])[NH:5][C:4]2=[O:13].[CH3:14][C:15]([CH3:16])([O-:17])[CH3:18].[CH3:30][CH2:31][CH2:32][CH2:33][N+:34]([CH2:35][CH2:36][CH2:37][CH3:38])([CH2:39][CH2:40][CH2:41][CH3:42])[CH2:43][CH2:44][CH2:45][CH3:46].[CH3:47][c:48]1[cH:49][cH:50][cH:51][cH:52][cH:53]1.[CH3:54][CH2:55][O:56][C:57](=[O:58])[CH3:59].[K+:19].[c:20]1([S:26][CH2:27][Cl:28])[cH:21][cH:22][cH:23][cH:24][cH:25]1>>[Br:1][c:2]1[c:3]2[c:9]([cH:10][cH:11][cH:12]1)[S:6](=[O:7])(=[O:8])[N:5]([CH2:27][S:26][c:20]1[cH:21][cH:22][cH:23][cH:24][cH:25]1)[C:4]2=[O:13]. The reactants are CC(C)(O)C(C)(C)O, Cc1ccccc1, CCCc1c(Cc2ccc(-c3ccccc3C#N)cc2)c(=O)n(C2CCC(=O)CC2)c2ncnn12, O, Cc1ccc(S(=O)(=O)O)cc1. The product is CCCc1c(Cc2ccc(-c3ccccc3C#N)cc2)c(=O)n(C2CCC3(CC2)OC(C)(C)C(C)(C)O3)c2ncnn12. As a reaction SMILES: [CH3:36][C:37]([CH3:38])([C:39]([CH3:40])([OH:41])[CH3:42])[OH:43].[CH3:56][c:57]1[cH:58][cH:59][cH:60][cH:61][cH:62]1.[O:1]=[c:2]1[n:3]([CH:29]2[CH2:30][CH2:31][C:32](=[O:35])[CH2:33][CH2:34]2)[c:4]2[n:5]([c:6]([CH2:23][CH2:24][CH3:25])[c:7]1[CH2:8][c:9]1[cH:10][cH:11][c:12](-[c:15]3[c:16]([C:21]#[N:22])[cH:17][cH:18][cH:19][cH:20]3)[cH:13][cH:14]1)[n:26][cH:27][n:28]2.[OH2:44].[c:45]1([CH3:46])[cH:47][cH:48][c:49]([S:50]([OH:51])(=[O:52])=[O:53])[cH:54][cH:55]1>>[O:1]=[c:2]1[n:3]([CH:29]2[CH2:30][CH2:31][C:32]3([CH2:33][CH2:34]2)[O:35][C:37]([CH3:36])([CH3:38])[C:39]([CH3:40])([CH3:42])[O:41]3)[c:4]2[n:5]([c:6]([CH2:23][CH2:24][CH3:25])[c:7]1[CH2:8][c:9]1[cH:10][cH:11][c:12](-[c:15]3[c:16]([C:21]#[N:22])[cH:17][cH:18][cH:19][cH:20]3)[cH:13][cH:14]1)[n:26][cH:27][n:28]2.